Dataset: the Open Reaction Database (ORD), a public repository of structured organic reaction records. Task: describe an organic reaction: reactants, conditions, products, and yield Starting materials: C1(=CC=CC=C1)[C@H](C)N ((1S)-1-phenylethanamine), C(C=O)(=O)OCC (ethyl glyoxylate). Run in C1(=CC=CC=C1)C (toluene). Reaction conditions: time 1 hour. Yields the product C1(=CC=CC=C1)[C@@H](C)\N=C/C(=O)OCC (Ethyl (2Z)-{[(1R)-1-phenylethyl]imino}acetate). Reaction SMILES: [C:1]1([C@@H:7]([NH2:9])[CH3:8])[CH:6]=[CH:5][CH:4]=[CH:3][CH:2]=1.[C:10]([O:14][CH2:15][CH3:16])(=[O:13])[CH:11]=O>C1(C)C=CC=CC=1>[C:1]1([C@H:7](/[N:9]=[CH:11]\[C:10]([O:14][CH2:15][CH3:16])=[O:13])[CH3:8])[CH:6]=[CH:5][CH:4]=[CH:3][CH:2]=1. Procedure: To a (1S)-1-phenylethanamine (77.4 mL), was added a solution of ethyl glyoxylate in toluene (45–50%, 123 mL) at room temperature. After 1 hr, the mixture was evaporated in vacuo. The residue (120 g) was used in the next step without further purification.